From a dataset of the Open Reaction Database (ORD), a public repository of structured organic reaction records. describe an organic reaction: reactants, conditions, products, and yield Starting materials: BrC1=C(C(=CC(=C1)C(C(F)(F)F)(C(F)(F)F)F)Br)N(C(=O)C=1C(=C(C=CC1)N(C(=O)C1=CC=NC=C1)C)OC)C (N-[3-[[2,6-dibromo-4-[1,2,2,2-tetrafluoro-1-(trifluoromethyl)ethyl]phenyl]-methyl-carbamoyl]-2-methoxy-phenyl]-N-methyl-pyridine-4-carboxamide), ClC1=CC(=CC=C1)C(=O)OO (3-chloroperbenzoic acid). Run in ClCCl (dichloromethane). Conditions: temperature 25 celsius, time 2.5 hour. Product: BrC1=C(C(=CC(=C1)C(C(F)(F)F)(C(F)(F)F)F)Br)N(C(=O)C=1C(=C(C=CC1)NC(=O)C1=CC=[N+](C=C1)[O-])OC)C (N-[3-[[2,6-dibromo-4-[1,2,2,2-tetrafluoro-1-(trifluoromethyl)ethyl]phenyl]-methyl-carbamoyl]-2-methoxy-phenyl]-1-oxido-pyridin-1-ium-4-carboxamide). Reaction SMILES: [Br:1][C:2]1[CH:7]=[C:6]([C:8]([F:17])([C:13]([F:16])([F:15])[F:14])[C:9]([F:12])([F:11])[F:10])[CH:5]=[C:4]([Br:18])[C:3]=1[N:19]([CH3:40])[C:20]([C:22]1[C:23]([O:38][CH3:39])=[C:24]([N:28](C)[C:29]([C:31]2[CH:36]=[CH:35][N:34]=[CH:33][CH:32]=2)=[O:30])[CH:25]=[CH:26][CH:27]=1)=[O:21].ClC1C=CC=C(C(OO)=[O:49])C=1>ClCCl>[Br:1][C:2]1[CH:7]=[C:6]([C:8]([F:17])([C:13]([F:16])([F:15])[F:14])[C:9]([F:12])([F:11])[F:10])[CH:5]=[C:4]([Br:18])[C:3]=1[N:19]([CH3:40])[C:20]([C:22]1[C:23]([O:38][CH3:39])=[C:24]([NH:28][C:29]([C:31]2[CH:36]=[CH:35][N+:34]([O-:49])=[CH:33][CH:32]=2)=[O:30])[CH:25]=[CH:26][CH:27]=1)=[O:21]. Procedure: To a solution of N-[3-[[2,6-dibromo-4-[1,2,2,2-tetrafluoro-1-(trifluoromethyl)ethyl]phenyl]-methyl-carbamoyl]-2-methoxy-phenyl]-N-methyl-pyridine-4-carboxamide (Example G-17) (0.0657 g, 0.178 mmole) in dichloromethane (1.08 ml) was added by small portions 3-chloroperbenzoic acid (purity 70%) (0.0657 g, 0.266 mmole). After 2.5 hours stirring at 25° C., the yellow solution was quenched with aqueous sodium sulfite, diluted with dichloromethane and washed twice with saturated aqueous sodium bicarbon...